From a dataset of the Open Reaction Database (ORD), a public repository of structured organic reaction records. describe an organic reaction: reactants, conditions, products, and yield The reactants are compound 139, Cl.ClCC1=C(N=C2N1C=C(C=C2)C)C2=CC=C(C=C2)C (3-(chloromethyl)-6-methyl-2-p-tolylimidazo[1,2-a]pyridine hydrochloride), S1C(=CC=C1)S (thiophene-2-thiol). Product: CC=1C=CC=2N(C1)C(=C(N2)C2=CC=C(C=C2)C)CSC=2SC=CC2 (6-Methyl-3-(thiophen-2-ylsulfanylmethyl)-2-p-tolyl-imidazo[1,2-a]pyridine). Reaction SMILES: Cl.Cl[CH2:3][C:4]1[N:8]2[CH:9]=[C:10]([CH3:13])[CH:11]=[CH:12][C:7]2=[N:6][C:5]=1[C:14]1[CH:19]=[CH:18][C:17]([CH3:20])=[CH:16][CH:15]=1.[S:21]1[CH:25]=[CH:24][CH:23]=[C:22]1[SH:26]>>[CH3:13][C:10]1[CH:11]=[CH:12][C:7]2[N:8]([C:4]([CH2:3][S:26][C:22]3[S:21][CH:25]=[CH:24][CH:23]=3)=[C:5]([C:14]3[CH:19]=[CH:18][C:17]([CH3:20])=[CH:16][CH:15]=3)[N:6]=2)[CH:9]=1 |f:0.1|. Procedure: The title compound was prepared according to Method A and the experimentals described for compound 139 from 3-(chloromethyl)-6-methyl-2-p-tolylimidazo[1,2-a]pyridine hydrochloride and thiophene-2-thiol. m/e+ 351 for C20H19N2S2 [M+H]+; 1H-NMR (400 MHz, CDCl3) δ 7.75 (s, 1H), 7.53 (s, 1H), 7.50 (d, J=8.0 Hz, 2H), 7.29 (dd, J=1.1, 5.1 Hz, 1H), 7.20 (d, J=8.0 Hz, 2H), 7.04 (dd, J=1.4, 9.1 Hz, 1H), 6.95 (dd, J=1.1, 3.6 Hz, 1H), 6.87 (dd, J=3.6, 5.5 Hz, 1H), 4.40 (s, 2H), 2.37 (s, 3H), 2.33 (s, 3H) pp...